This data is from the Open Reaction Database (ORD), a public repository of structured organic reaction records. The task is: describe an organic reaction: reactants, conditions, products, and yield Reactants: [N+](=O)([O-])C1=CC=C(N)C=C1 (p-nitroaniline), O1CCCC1 (tetrahydrofuran), C(CCCCCCCCCCCCCCCCCCC)(=O)Cl (eicosanoylchloride). Solvent: N1=CC=CC=C1 (pyridine). Product: [N+](=O)([O-])C1=CC=C(NC(CCCCCCCCCCCCCCCCCCC)=O)C=C1 (4'-nitro-n-eicosane anilide). Isolated yield 82.1%. As a reaction SMILES: [N+:1]([C:4]1[CH:10]=[CH:9][C:7]([NH2:8])=[CH:6][CH:5]=1)([O-:3])=[O:2].O1CCCC1.[C:16](Cl)(=[O:36])[CH2:17][CH2:18][CH2:19][CH2:20][CH2:21][CH2:22][CH2:23][CH2:24][CH2:25][CH2:26][CH2:27][CH2:28][CH2:29][CH2:30][CH2:31][CH2:32][CH2:33][CH2:34][CH3:35]>N1C=CC=CC=1>[N+:1]([C:4]1[CH:10]=[CH:9][C:7]([NH:8][C:16](=[O:36])[CH2:17][CH2:18][CH2:19][CH2:20][CH2:21][CH2:22][CH2:23][CH2:24][CH2:25][CH2:26][CH2:27][CH2:28][CH2:29][CH2:30][CH2:31][CH2:32][CH2:33][CH2:34][CH3:35])=[CH:6][CH:5]=1)([O-:3])=[O:2]. Reported procedure: In a three necked flask equipped with a dropping funnel, a thermometer and a reflux condenser, 138 g of p-nitroaniline was dissolved in a mixed solvent consisting of 3000 ml of tetrahydrofuran and 140 ml of pyridine while passing nitrogen gas through the flask. Then, 364 g of eicosanoylchloride placed in the dropping funnel was gradually dropped into the flask over a time span of 20 minutes, while stirring the reaction mixture. After the completion of the dropping, the reaction mixture was furth...